From a dataset of the Open Reaction Database (ORD), a public repository of structured organic reaction records. describe an organic reaction: reactants, conditions, products, and yield The reactants are FC=1C=CC(=NC1)C1=NOC(=C1CCC=1SC(=CN1)C(=O)O)C (2-{2-[3-(5-fluoro-pyridin-2-yl)-5-methyl-isoxazol-4-yl]-ethyl}-thiazole-5-carboxylic acid), F[B-](F)(F)F.N1(N=NC2=C1C=CC=C2)OC(=[N+](C)C)N(C)C (2-(1H-benzotriazole-1-yl)-1,1,3,3-tetramethyluronium tetrafluoroborate), C(C)(C)N(C(C)C)CC (N,N-diisopropyl ethyl amine), NC1CCOCC1 (4-aminotetrahydropyran). The solvent is CN(C)C=O (DMF). Reaction conditions: time 1 hour. The product is O1CCC(CC1)NC(=O)C1=CN=C(S1)CCC=1C(=NOC1C)C1=NC=C(C=C1)F (2-{2-[3-(5-Fluoro-pyridin-2-yl)-5-methyl-isoxazol-4-yl]-ethyl}-thiazole-5-carboxylic acid (tetrahydro-pyran-4-yl)-amide). Yield: 76.8%. Reaction SMILES: [F:1][C:2]1[CH:3]=[CH:4][C:5]([C:8]2[C:12]([CH2:13][CH2:14][C:15]3[S:16][C:17]([C:20]([OH:22])=O)=[CH:18][N:19]=3)=[C:11]([CH3:23])[O:10][N:9]=2)=[N:6][CH:7]=1.F[B-](F)(F)F.N1(OC(N(C)C)=[N+](C)C)C2C=CC=CC=2N=N1.C(N(CC)C(C)C)(C)C.[NH2:55][CH:56]1[CH2:61][CH2:60][O:59][CH2:58][CH2:57]1>CN(C=O)C>[O:59]1[CH2:60][CH2:61][CH:56]([NH:55][C:20]([C:17]2[S:16][C:15]([CH2:14][CH2:13][C:12]3[C:8]([C:5]4[CH:4]=[CH:3][C:2]([F:1])=[CH:7][N:6]=4)=[N:9][O:10][C:11]=3[CH3:23])=[N:19][CH:18]=2)=[O:22])[CH2:57][CH2:58]1 |f:1.2|. Procedure: To a solution of 2-{2-[3-(5-fluoro-pyridin-2-yl)-5-methyl-isoxazol-4-yl]-ethyl}-thiazole-5-carboxylic acid (67 mg, 0.20 mmol) in DMF (1.2 mL) were added 2-(1H-benzotriazole-1-yl)-1,1,3,3-tetramethyluronium tetrafluoroborate (71 mg, 0.22 mmol), N,N-diisopropyl ethyl amine (171 μL, 1.00 mmol) and 4-aminotetrahydropyran (22 mg, 0.22 mmol). The resulting reaction mixture was stirred for 1 h and then evaporated. Purification by chromatography (silica, heptane:ethyl acetate 4:1 to 0:1) afforded the ti...